Dataset: the Open Reaction Database (ORD), a public repository of structured organic reaction records. Task: describe an organic reaction: reactants, conditions, products, and yield Reactants: N1CCC1 (azetidine), O.ON1N=NC2=C1C=CC=C2 (1-hydroxybenzotriazole hydrate), Cl.CN(CCCN=C=NCC)C (1-(3-dimethylaminopropyl)-3-ethylcarbodiimide hydrochloride), C1(=CC=CC=C1)C1(C=CC=2C(=NNC2C1)C(=O)O)C1=CC=CC=C1 (6,6-diphenyl-6,7-dihydro-1H-indazole-3-carboxylic acid). The solvent is ClCCl (dichloromethane), C(C)N(CC)CC (triethylamine), ClCCl (dichloromethane), ClCCl (dichloromethane). Conditions: temperature 20 celsius, time 30 minute. The product is N1(CCC1)C(=O)C1=NNC=2CC(C=CC12)(C1=CC=CC=C1)C1=CC=CC=C1 (azetidin-1-yl(6,6-diphenyl-6,7-dihydro-1H-indazol-3-yl)methanone). Isolated yield 65.9%. As a reaction SMILES: O.O[N:3]1[C:7]2C=CC=[CH:11][C:6]=2N=N1.Cl.CN(C)CCCN=C=NCC.[C:24]1([C:30]2([C:42]3[CH:47]=[CH:46][CH:45]=[CH:44][CH:43]=3)[CH2:38][C:37]3[NH:36][N:35]=[C:34]([C:39](O)=[O:40])[C:33]=3[CH:32]=[CH:31]2)[CH:29]=[CH:28][CH:27]=[CH:26][CH:25]=1.N1CCC1>ClCCl.C(N(CC)CC)C>[N:3]1([C:39]([C:34]2[C:33]3[CH:32]=[CH:31][C:30]([C:42]4[CH:43]=[CH:44][CH:45]=[CH:46][CH:47]=4)([C:24]4[CH:29]=[CH:28][CH:27]=[CH:26][CH:25]=4)[CH2:38][C:37]=3[NH:36][N:35]=2)=[O:40])[CH2:11][CH2:6][CH2:7]1 |f:0.1,2.3|. Procedure details: 0.256 g of 1-hydroxybenzotriazole hydrate and 0.364 g of 1-(3-dimethylaminopropyl)-3-ethylcarbodiimide hydrochloride are added to 0.5 g of 6,6-diphenyl-6,7-dihydro-1H-indazole-3-carboxylic acid in suspension in 100 cm3 of dichloromethane. After stirring for 30 minutes at a temperature in the region of 20° C., a solution of 0.114 g of azetidine and 0.303 g of triethylamine in 10 cm3 of dichloromethane is added to the reaction mixture. After stirring at a temperature in the region of 20° C. for ab... Reactants: [Li]CCCC, CCCCCC, COc1cccc(Br)c1. Product: [Li]c1cccc(OC)c1. RXN SMILES: [CH2:1]([CH2:2][CH2:3][CH3:4])[Li:5].[CH3:15][CH2:16][CH2:17][CH2:18][CH2:19][CH3:20].[CH3:6][O:7][c:8]1[cH:9][c:10]([Br:14])[cH:11][cH:12][cH:13]1>>[Li:5][c:10]1[cH:9][c:8]([O:7][CH3:6])[cH:13][cH:12][cH:11]1. Starting materials: C1(CCCCC1)[C@](C1=NN(C=N1)CC1CCN(CC1)CCC1=CC=C(C=C1)CCN1C(C2=CC=CC=C2C1=O)=O)(C1=CC=CC=C1)O (2-[2-(4-{2-[4-({3-[(R)-cyclohexyl(hydroxy)phenylmethyl]-1H-1,2,4-triazol-1-yl}methyl)piperdin-1-yl]ethyl}phenyl)ethyl]-1H-isoindole-1,3(2H)-dione), O.NN (hydrazine monohydrate). Run in C(C)O (ethanol). Yields the product NCCC1=CC=C(C=C1)CCN1CCC(CC1)CN1N=C(N=C1)[C@](O)(C1=CC=CC=C1)C1CCCCC1 ((R)-{1-[(1-{2-[4-(2-aminoethyl)phenyl]ethyl}piperidin-4-yl)methyl]-1H-1,2,4-triazol-3-yl}(cyclohexyl)phenylmethanol). The yield is 81.0%. RXN SMILES: [CH:1]1([C@@:7]([OH:47])([C:41]2[CH:46]=[CH:45][CH:44]=[CH:43][CH:42]=2)[C:8]2[N:12]=[CH:11][N:10]([CH2:13][CH:14]3[CH2:19][CH2:18][N:17]([CH2:20][CH2:21][C:22]4[CH:27]=[CH:26][C:25]([CH2:28][CH2:29][N:30]5C(=O)C6C(=CC=CC=6)C5=O)=[CH:24][CH:23]=4)[CH2:16][CH2:15]3)[N:9]=2)[CH2:6][CH2:5][CH2:4][CH2:3][CH2:2]1.O.NN>C(O)C>[NH2:30][CH2:29][CH2:28][C:25]1[CH:24]=[CH:23][C:22]([CH2:21][CH2:20][N:17]2[CH2:16][CH2:15][CH:14]([CH2:13][N:10]3[CH:11]=[N:12][C:8]([C@@:7]([CH:41]4[CH2:42][CH2:43][CH2:44][CH2:45][CH2:46]4)([C:1]4[CH:2]=[CH:3][CH:4]=[CH:5][CH:6]=4)[OH:47])=[N:9]3)[CH2:19][CH2:18]2)=[CH:27][CH:26]=1 |f:1.2|. Procedure: 2-[2-(4-{2-[4-({3-[(R)-cyclohexyl(hydroxy)phenylmethyl]-1H-1,2,4-triazol-1-yl}methyl)piperdin-1-yl]ethyl}phenyl)ethyl]-1H-isoindole-1,3(2H)-dione (Preparation 12, 3.4 g, 5.38 mmol) was suspended in ethanol (20 ml) and hydrazine monohydrate (2.61 ml, 53.8 ml) added. After stirring at reflux for 2 hours, the reaction was cooled to room temperature and the precipitate collected by filtration and washed with ethanol (200 ml). The filtrate was concentrated in vacuo to furnish the title compound as a ...